The task is: describe an organic reaction: reactants, conditions, products, and yield. This data is from the Open Reaction Database (ORD), a public repository of structured organic reaction records. Starting materials: [K+], O=[Mn](=O)(=O)[O-], O, Cn1c(=O)c2[nH]c(CO)nc2n(C)c1=O. Yields the product Cn1c(=O)c2[nH]c(C(=O)O)nc2n(C)c1=O. RXN SMILES: [K+:21].[Mn:16](=[O:17])([O-:18])(=[O:19])=[O:20].[OH2:22].[OH:1][CH2:2][c:3]1[n:4][c:5]2[n:6]([CH3:15])[c:7](=[O:14])[n:8]([CH3:13])[c:9](=[O:12])[c:10]2[nH:11]1>>[O:1]=[C:2]([c:3]1[n:4][c:5]2[n:6]([CH3:15])[c:7](=[O:14])[n:8]([CH3:13])[c:9](=[O:12])[c:10]2[nH:11]1)[OH:17]. Reactants: C(C)OC(C(C1=CC=C(C=C1)OCCCN1C(C=CC2=CC=CC=C12)=O)=O)=O (4-[3-(1,2-dihydro-2-oxo-1-quinolinyl)propoxy]-alpha-oxobenzeneacetic acid ethyl ester), C([O-])([O-])=O.[Na+].[Na+] (sodium carbonate). The solvent is CO (methanol), O (water). Conditions: time 5 hour. Product: O=C1N(C2=CC=CC=C2C=C1)CCCOC1=CC=C(C=C1)C(C(=O)O)=O (4-[3-(1,2-dihydro-2-oxo-1-quinolinyl)propoxy]-alpha-oxobenzeneacetic acid). Isolated yield 72.8%. Reaction SMILES: C([O:3][C:4](=[O:28])[C:5](=[O:27])[C:6]1[CH:11]=[CH:10][C:9]([O:12][CH2:13][CH2:14][CH2:15][N:16]2[C:25]3[C:20](=[CH:21][CH:22]=[CH:23][CH:24]=3)[CH:19]=[CH:18][C:17]2=[O:26])=[CH:8][CH:7]=1)C.C(=O)([O-])[O-].[Na+].[Na+]>CO.O>[O:26]=[C:17]1[CH:18]=[CH:19][C:20]2[C:25](=[CH:24][CH:23]=[CH:22][CH:21]=2)[N:16]1[CH2:15][CH2:14][CH2:13][O:12][C:9]1[CH:8]=[CH:7][C:6]([C:5](=[O:27])[C:4]([OH:28])=[O:3])=[CH:11][CH:10]=1 |f:1.2.3|. Procedure: A solution of 4-[3-(1,2-dihydro-2-oxo-1-quinolinyl)propoxy]-alpha-oxobenzeneacetic acid ethyl ester (0.5 g) in hot methanol (50 mL) was treated with sodium carbonate (0.14 g) in water (1.5 mL), and the reaction was stirred at room temperature for 5 hours. After the methanol was removed in vacuo, dichloromethane and water were added and the rnixmre was acidified with 3N hydrochloric acid. The precipitated solid was faltered off, dried and then crystallized from ethyl acetate-tetrahydrofuran to af... The reactants are COC1=C(C2=CC=C(C=C2C=C1)C1=CC(=CC=C1)OC)C(=O)N1CCN(CC1)C(=O)OC(C)(C)C (tert-butyl 4-(2-methoxy-6-(3-methoxyphenyl)-1-naphthoyl)piperazine-1-carboxylate), B(Br)(Br)Br (boron tribromide). Product: OC1=C(C2=CC=C(C=C2C=C1)C1=CC(=CC=C1)O)C(=O)N1CCNCC1 ((2-Hydroxy-6-(3-hydroxyphenyl)naphthalene-1-yl)(piperazin-1-yl)methanone). The yield is 60.0%. RXN SMILES: C[O:2][C:3]1[CH:12]=[CH:11][C:10]2[C:5](=[CH:6][CH:7]=[C:8]([C:13]3[CH:18]=[CH:17][CH:16]=[C:15]([O:19]C)[CH:14]=3)[CH:9]=2)[C:4]=1[C:21]([N:23]1[CH2:28][CH2:27][N:26](C(OC(C)(C)C)=O)[CH2:25][CH2:24]1)=[O:22].B(Br)(Br)Br>>[OH:2][C:3]1[CH:12]=[CH:11][C:10]2[C:5](=[CH:6][CH:7]=[C:8]([C:13]3[CH:18]=[CH:17][CH:16]=[C:15]([OH:19])[CH:14]=3)[CH:9]=2)[C:4]=1[C:21]([N:23]1[CH2:28][CH2:27][NH:26][CH2:25][CH2:24]1)=[O:22]. Reported procedure: The compound is prepared by reaction of tert-butyl 4-(2-methoxy-6-(3-methoxyphenyl)-1-naphthoyl)piperazine-1-carboxylate (200 mg, 0.42 mmol, 1 eq) with boron tribromide solution (2.5 ml, 2.52 mmol, 6 eq) according to method G. Purification by column chromatography was not necessary. Extraction of the aqueous phase with ethyl acetate yields the desired product in a yield of 60%, 88 mg. Reactants: C(#N)C=1C=CC2=C(CN([C@@H](CN2CC=2N=CN(C2)C(=O)OC(C)(C)C)CC2=CC=CC=C2)S(=O)(=O)C)C1 ((R)-7-cyano-2,3,4,5-tetrahydro-1-[(((1,1-dimethylethoxy)-carbonyl)-1H-imidazol-4-yl)methyl]-4-(methylsulfonyl)-3-(phenylmethyl)-1H-1,4-benzodiazepine), N1CCCC1 (pyrrolidine), Cl.Cl.Cl.N1C=NC(=C1)CN1CC(N(CC2=C1C=CC(=C2)C=2C=NC=CC2)C(C(F)(F)F)=O)CC2=CC=CC=C2 (2,3,4,5-Tetrahydro-1-(1H-imidazol-4-ylmethyl)-3-(phenylmethyl)-7-(3-pyridinyl)-4-(trifluoroacetyl)-1H-1,4-benzodiazepine, trihydrochloride). The product is Cl.Cl.C(#N)C=1C=CC2=C(CN([C@@H](CN2CC=2N=CNC2)CC2=CC=CC=C2)S(=O)(=O)CCN2CCCC2)C1 ((R)-7-Cyano-2,3,4,5-tetrahydro-1-(1H-imidazol-4-ylmethyl)-3-(phenylmethyl)-4-[[2-(1 pyrrolidinyl)ethyl]sulfonyl]-1H-1,4-benzodiazepine, dihydrochloride). Yield: 46.0%. As a reaction SMILES: [C:1]([C:3]1[CH:4]=[CH:5][C:6]2[N:12]([CH2:13][C:14]3[N:15]=[CH:16][N:17](C(OC(C)(C)C)=O)[CH:18]=3)[CH2:11][C@@H:10]([CH2:26][C:27]3[CH:32]=[CH:31][CH:30]=[CH:29][CH:28]=3)[N:9]([S:33]([CH3:36])(=[O:35])=[O:34])[CH2:8][C:7]=2[CH:37]=1)#[N:2].N1CCCC1.[ClH:43].Cl.Cl.N1C=C(CN2C3C=CC([C:63]4[CH:64]=[N:65][CH:66]=[CH:67][CH:68]=4)=CC=3CN(C(=O)C(F)(F)F)C(CC3C=CC=CC=3)C2)N=C1>>[ClH:43].[ClH:43].[C:1]([C:3]1[CH:4]=[CH:5][C:6]2[N:12]([CH2:13][C:14]3[N:15]=[CH:16][NH:17][CH:18]=3)[CH2:11][C@@H:10]([CH2:26][C:27]3[CH:32]=[CH:31][CH:30]=[CH:29][CH:28]=3)[N:9]([S:33]([CH2:36][CH2:64][N:65]3[CH2:63][CH2:68][CH2:67][CH2:66]3)(=[O:34])=[O:35])[CH2:8][C:7]=2[CH:37]=1)#[N:2] |f:2.3.4.5,6.7.8|. Procedure: Example 327 was prepared in 46% yield as a light yellow solid from Compound A of Example 250 and pyrrolidine as described for Compound B of Example 250. MS (M+H)+ =505. The product is C(CCCCCCCCC)OC1=CC=C(C=C1)Br (4-n-decyloxyphenyl bromide). Conditions: time 4 hour. Procedure: In 200 g of ethanol were dissolved 86.5 g (0.5 mol) of 4-bromophenol and 22 g (0.55 mol) of sodium hydroxide. To the solution at 70° C., 121.8 g (0.55 mol) of n-decyl bromide was added dropwise. The solution was allowed to ripen for 4 hours and cooled to room temperature, after which 120 g of water was added. The oily matter was separated therefrom and concentrated by a rotary evaporator, followed by vacuum distillation (boiling point 143-145° C./0.5 Torr), yielding 90 g of 4-n-decyloxyphenyl br... The reactants are BrC1=CC=C(C=C1)O (4-bromophenol), [OH-].[Na+] (sodium hydroxide), O (water), C(CCCCCCCCC)Br (n-decyl bromide). The yield is 57.5%. As a reaction SMILES: [Br:1][C:2]1[CH:7]=[CH:6][C:5]([OH:8])=[CH:4][CH:3]=1.[OH-].[Na+].[CH2:11](Br)[CH2:12][CH2:13][CH2:14][CH2:15][CH2:16][CH2:17][CH2:18][CH2:19][CH3:20].O>C(O)C>[CH2:11]([O:8][C:5]1[CH:6]=[CH:7][C:2]([Br:1])=[CH:3][CH:4]=1)[CH2:12][CH2:13][CH2:14][CH2:15][CH2:16][CH2:17][CH2:18][CH2:19][CH3:20] |f:1.2|. The solvent is C(C)O (ethanol). Reactants: O=S(=O)(Cl)C1CCCC1, Cc1c(Nc2ccc(I)cc2F)c(N)c2n(c1=O)CCS2, c1ccncc1. Product: Cc1c(Nc2ccc(I)cc2F)c(NS(=O)(=O)C2CCCC2)c2n(c1=O)CCS2. Reaction SMILES: [CH:22]1([S:27](=[O:28])(=[O:29])[Cl:30])[CH2:23][CH2:24][CH2:25][CH2:26]1.[NH2:1][c:2]1[c:3]2[n:4]([c:5](=[O:18])[c:6]([CH3:17])[c:7]1[NH:8][c:9]1[c:10]([F:16])[cH:11][c:12]([I:15])[cH:13][cH:14]1)[CH2:19][CH2:20][S:21]2.[cH:31]1[cH:32][cH:33][n:34][cH:35][cH:36]1>>[NH:1]([c:2]1[c:3]2[n:4]([c:5](=[O:18])[c:6]([CH3:17])[c:7]1[NH:8][c:9]1[c:10]([F:16])[cH:11][c:12]([I:15])[cH:13][cH:14]1)[CH2:19][CH2:20][S:21]2)[S:27]([CH:22]1[CH2:23][CH2:24][CH2:25][CH2:26]1)(=[O:28])=[O:29]. RXN SMILES: [C:25]([OH:26])(=[O:27])[CH3:28].[CH2:2]([c:3]1[cH:4][cH:5][cH:6][cH:7][cH:8]1)[N:9]1[CH2:10][C:11](=[O:15])[CH2:12][CH2:13][CH2:14]1.[ClH:1].[NH:16]([NH2:17])[C:18](=[O:19])[O:20][C:21]([CH3:22])([CH3:23])[CH3:24]>>[CH2:2]([c:3]1[cH:4][cH:5][cH:6][cH:7][cH:8]1)[N:9]1[CH2:10][CH:11]([NH:17][NH:16][C:18](=[O:19])[O:20][C:21]([CH3:22])([CH3:23])[CH3:24])[CH2:12][CH2:13][CH2:14]1. The reactants are CC(=O)O, O=C1CCCN(Cc2ccccc2)C1, Cl, CC(C)(C)OC(=O)NN. Product: CC(C)(C)OC(=O)NNC1CCCN(Cc2ccccc2)C1. Starting materials: CC(=O)O, COCCN(Cc1ccc(-c2cc3nccc(Oc4ccc(N)cc4F)c3s2)nc1)C(=O)OC(C)(C)C, N#CO[Na], O. The product is COCCN(Cc1ccc(-c2cc3nccc(Oc4ccc(NC(N)=O)cc4F)c3s2)nc1)C(=O)OC(C)(C)C. RXN SMILES: [C:42]([OH:43])(=[O:44])[CH3:45].[NH2:1][c:2]1[cH:3][c:4]([F:37])[c:5]([O:6][c:7]2[c:8]3[c:9]([n:10][cH:11][cH:12]2)[cH:13][c:14](-[c:16]2[cH:17][cH:18][c:19]([CH2:22][N:23]([C:24]([O:25][C:26]([CH3:27])([CH3:28])[CH3:29])=[O:30])[CH2:31][CH2:32][O:33][CH3:34])[cH:20][n:21]2)[s:15]3)[cH:35][cH:36]1.[Na:38][O:39][C:40]#[N:41].[OH2:46]>>[NH:1]([c:2]1[cH:3][c:4]([F:37])[c:5]([O:6][c:7]2[c:8]3[c:9]([n:10][cH:11][cH:12]2)[cH:13][c:14](-[c:16]2[cH:17][cH:18][c:19]([CH2:22][N:23]([C:24]([O:25][C:26]([CH3:27])([CH3:28])[CH3:29])=[O:30])[CH2:31][CH2:32][O:33][CH3:34])[cH:20][n:21]2)[s:15]3)[cH:35][cH:36]1)[C:40](=[O:39])[NH2:41]. Reaction SMILES: [F:1][C:2]([F:23])([F:22])[C:3]1[CH:11]=[C:10]([CH:12]=[O:13])[C:9]2[C:5](=[CH:6][N:7]([CH2:14][O:15][CH2:16][CH2:17][Si:18]([CH3:21])([CH3:20])[CH3:19])[N:8]=2)[CH:4]=1.[CH3:24][Mg]Br>O1CCCC1>[F:23][C:2]([F:1])([F:22])[C:3]1[CH:11]=[C:10]([CH:12]([OH:13])[CH3:24])[C:9]2[C:5](=[CH:6][N:7]([CH2:14][O:15][CH2:16][CH2:17][Si:18]([CH3:19])([CH3:20])[CH3:21])[N:8]=2)[CH:4]=1. The reactants are FC(C1=CC2=CN(N=C2C(=C1)C=O)COCC[Si](C)(C)C)(F)F (5-(trifluoromethyl)-2-((2-(trimethylsilyl)ethoxy)methyl)-2H-indazole-7-carbaldehyde), C[Mg]Br (methyl magnesiumbromide), ice. The solvent is O1CCCC1 (tetrahydrofuran). Procedure: To a solution of 5-(trifluoromethyl)-2-((2-(trimethylsilyl)ethoxy)methyl)-2H-indazole-7-carbaldehyde (0.5 g, 1.45 mmol) in tetrahydrofuran (10 mL) at −78° C. was added methyl magnesiumbromide (3 M in diethyl ether, 0.97 mL, 2.90 mmol). The reaction was allowed to gradually warm in the ice bath (ca. 1 h) to 0° C. The reaction which had been a suspension became a solution. The reaction was quenched by addition of saturated ammonium chloride and poured into diethyl ether. The ethereal was washed wi... Yields the product FC(C1=CC2=CN(N=C2C(=C1)C(C)O)COCC[Si](C)(C)C)(F)F ((±)-1-(5-(Trifluoromethyl)-2-((2-(trimethylsilyl)ethoxy)methyl)-2H-indazol-7-yl)ethanol). Starting materials: [Al], O=C([O-])[O-], CCOCC, CCOC(=O)C1=Cc2cc(Cl)c(F)cc2OC1C(F)(F)F, Cc1cc(O)c(Cl)cc1C, [K+], [K+], CN(C)C=O, O. Yields the product CCOC(=O)C1=Cc2cc(Cl)c(Oc3cc(C)c(C)cc3Cl)cc2OC1C(F)(F)F. As a reaction SMILES: [Al:38].[C:32](=[O:33])([O-:34])[O-:35].[CH3:44][CH2:45][O:46][CH2:47][CH3:48].[Cl:1][c:2]1[cH:3][c:4]2[c:9]([cH:10][c:11]1[F:12])[O:8][CH:7]([C:13]([F:14])([F:15])[F:16])[C:6]([C:17](=[O:18])[O:19][CH2:20][CH3:21])=[CH:5]2.[Cl:22][c:23]1[c:24]([OH:31])[cH:25][c:26]([CH3:30])[c:27]([CH3:29])[cH:28]1.[K+:36].[K+:37].[O:39]=[CH:40][N:41]([CH3:42])[CH3:43].[OH2:49]>>[Cl:1][c:2]1[cH:3][c:4]2[c:9]([cH:10][c:11]1[O:31][c:24]1[c:23]([Cl:22])[cH:28][c:27]([CH3:29])[c:26]([CH3:30])[cH:25]1)[O:8][CH:7]([C:13]([F:14])([F:15])[F:16])[C:6]([C:17](=[O:18])[O:19][CH2:20][CH3:21])=[CH:5]2.